Task: describe an organic reaction: reactants, conditions, products, and yield. Dataset: the Open Reaction Database (ORD), a public repository of structured organic reaction records Product: C(CCC)(=O)N1CCC(=CC1)C1=CC=C(C=C1)NC(=O)N1CC2=CC=CC=C2C1 (N-[4-(1-butyryl-1,2,3,6-tetrahydropyridin-4-yl)phenyl]-1,3-dihydro-2H-isoindole-2-carboxamide). As a reaction SMILES: C(Cl)(=O)C.[NH:5]1[CH2:10][CH:9]=[C:8]([C:11]2[CH:16]=[CH:15][C:14]([NH:17][C:18]([N:20]3[CH2:28][C:27]4[C:22](=[CH:23][CH:24]=[CH:25][CH:26]=4)[CH2:21]3)=[O:19])=[CH:13][CH:12]=2)[CH2:7][CH2:6]1.NC1C=C2C(=CC=1)CN(C(NC1C=C[C:45]([C:48](=[O:53])NCCC)=[CH:44][CH:43]=1)=O)C2>>[C:48]([N:5]1[CH2:6][CH:7]=[C:8]([C:11]2[CH:16]=[CH:15][C:14]([NH:17][C:18]([N:20]3[CH2:21][C:22]4[C:27](=[CH:26][CH:25]=[CH:24][CH:23]=4)[CH2:28]3)=[O:19])=[CH:13][CH:12]=2)[CH2:9][CH2:10]1)(=[O:53])[CH2:45][CH2:44][CH3:43]. Procedure: The title compound was prepared as described in Example 278, substituting butyryl chloride for acetyl chloride and N-[4-(1,2,3,6-tetrahydropyridin-4-yl)phenyl]-1,3-dihydro-2H-isoindole-2-carboxamide for 5-amino-N-(4-(propylcarbamoyl)phenyl)isoindoline-2-carboxamide. 1H NMR (400 MHz, DMSO-d6) δ ppm 8.38 (s, 1H), 7.55-7.58 (m, 2H), 7.27-7.38 (m, 6H), 6.09-6.11 (m, 1H), 4.77 (s, 4H), 4.08-4.14 (m, 2H), 3.58-3.68 (m, 2H), 2.39-2.51 (m, 2H), 2.34 (dt, J=19.8, 7.3 Hz, 2H), 1.46-1.62 (m, 2H), 0.88-0.93... The reactants are C(C)(=O)Cl (acetyl chloride), N1CCC(=CC1)C1=CC=C(C=C1)NC(=O)N1CC2=CC=CC=C2C1 (N-[4-(1,2,3,6-tetrahydropyridin-4-yl)phenyl]-1,3-dihydro-2H-isoindole-2-carboxamide), NC=1C=C2CN(CC2=CC1)C(=O)NC1=CC=C(C=C1)C(NCCC)=O (5-amino-N-(4-(propylcarbamoyl)phenyl)isoindoline-2-carboxamide).